From a dataset of the Open Reaction Database (ORD), a public repository of structured organic reaction records. describe an organic reaction: reactants, conditions, products, and yield Reactants: BrC=1C=2C3=C(C(NC2C=CC1OC)=O)SC=C3 (9-bromo-8-methoxythieno[2,3-c]quinolin-4(5H)-one), CC1(OB(OC1(C)C)C1=CC=C(C=C1)[C@@H](CNC(OC(C)(C)C)=O)C)C ((S)-tert-butyl 2-(4-(4,4,5,5-tetramethyl-1,3,2-dioxaborolan-2-yl)phenyl)propylcarbamate). Yields the product COC1=C(C=2C3=C(C(NC2C=C1)=O)SC=C3)C3=CC=C(C=C3)[C@@H](CNC(OC(C)(C)C)=O)C ((S)-tert-Butyl 2-(4-(8-methoxy-4-oxo-4,5-dihydrothieno[2,3-c]quinolin-9-yl)phenyl)propylcarbamate). The yield is 941.7%. Reaction SMILES: Br[C:2]1[C:3]2[C:4]3[CH:17]=[CH:16][S:15][C:5]=3[C:6](=[O:14])[NH:7][C:8]=2[CH:9]=[CH:10][C:11]=1[O:12][CH3:13].CC1(C)C(C)(C)OB([C:26]2[CH:31]=[CH:30][C:29]([C@H:32]([CH3:42])[CH2:33][NH:34][C:35](=[O:41])[O:36][C:37]([CH3:40])([CH3:39])[CH3:38])=[CH:28][CH:27]=2)O1>>[CH3:13][O:12][C:11]1[CH:10]=[CH:9][C:8]2[NH:7][C:6](=[O:14])[C:5]3[S:15][CH:16]=[CH:17][C:4]=3[C:3]=2[C:2]=1[C:26]1[CH:27]=[CH:28][C:29]([C@H:32]([CH3:42])[CH2:33][NH:34][C:35](=[O:41])[O:36][C:37]([CH3:39])([CH3:38])[CH3:40])=[CH:30][CH:31]=1. Procedure details: Following General Procedure B, 9-bromo-8-methoxythieno[2,3-c]quinolin-4(5H)-one (240 mg, 0.32 mmol) was reacted with (S)-tert-butyl 2-(4-(4,4,5,5-tetramethyl-1,3,2-dioxaborolan-2-yl)phenyl)propylcarbamate (3.5 g, 9.7 mmol) to afford the desired product (1.4 g, 32%) as a light brown solid: ESI MS m/z 465 [C26H28N2O4S+H]+. The reactants are C(C)OC(CCC1=CC(=CC=C1)OCCCOC1=CC(=CC=C1)C(C(F)(F)F)(C(F)(F)F)OCC1=CC=C(C=C1)OC)=O (3-[3-(3-{3-[2,2,2-trifluoro-1-(4-methoxy-benzyloxy)-1-trifluoromethyl-ethyl]-phenoxy}-propoxy)-phenyl]-propionic acid ethyl ester). The reagents and catalysts are [Pd] (Pd/C). Solvent: CCOC(=O)C (EtOAc). Yields the product C(C)OC(CCC1=CC(=CC=C1)OCCCOC1=CC(=CC=C1)C(C(F)(F)F)(C(F)(F)F)O)=O (3-(3-{3-[3-(2,2,2-trifluoro-1-hydroxy-1-trifluoromethyl-ethyl)-phenoxy]-propoxy}-phenyl)-propionic acid ethyl ester). Yield: 80.9%. RXN SMILES: [CH2:1]([O:3][C:4](=[O:43])[CH2:5][CH2:6][C:7]1[CH:12]=[CH:11][CH:10]=[C:9]([O:13][CH2:14][CH2:15][CH2:16][O:17][C:18]2[CH:23]=[CH:22][CH:21]=[C:20]([C:24]([O:33]CC3C=CC(OC)=CC=3)([C:29]([F:32])([F:31])[F:30])[C:25]([F:28])([F:27])[F:26])[CH:19]=2)[CH:8]=1)[CH3:2]>CCOC(C)=O.[Pd]>[CH2:1]([O:3][C:4](=[O:43])[CH2:5][CH2:6][C:7]1[CH:12]=[CH:11][CH:10]=[C:9]([O:13][CH2:14][CH2:15][CH2:16][O:17][C:18]2[CH:23]=[CH:22][CH:21]=[C:20]([C:24]([OH:33])([C:29]([F:31])([F:32])[F:30])[C:25]([F:26])([F:27])[F:28])[CH:19]=2)[CH:8]=1)[CH3:2]. Procedure: 100 mg (0.16 mmol) of 3-[3-(3-{3-[2,2,2-trifluoro-1-(4-methoxy-benzyloxy)-1-trifluoromethyl-ethyl]-phenoxy}-propoxy)-phenyl]-propionic acid ethyl ester in 10 mL of EtOAc were hydrogenated in the presence of 60 mg of 10% Pd/C. After removal of the catalyst and evaporation of the solvent, the residue was purified by column chromatography on silica gel with a gradient of EtOAc/n-heptane 1:5 to 1:3 to yield 64 mg (80%) of 3-(3-{3-[3-(2,2,2-trifluoro-1-hydroxy-1-trifluoromethyl-ethyl)-phenoxy]-propox... The reactants are N1=CC=C(C2=CC=CC=C12)C=O (4-quinolinecarboxaldehyde), N1=CC=C(C=C1)C=O (4-pyridinecarboxaldehyde), CC(CC(C)=O)=O (2,4-pentanedione), N (ammonia). Run in CCO (EtOH). Product: C(C)(=O)C1=C(NC(=C1C)C1=CC=NC2=CC=CC=C12)C1=CC=NC=C1 (3-Acetyl-4-methyl-2-(4-pyridyl)-5-(4-quinolyl)-1H-pyrrole). The yield is 17.0%. Reaction SMILES: [N:1]1[C:10]2[C:5](=[CH:6][CH:7]=[CH:8][CH:9]=2)[C:4]([CH:11]=O)=[CH:3][CH:2]=1.[N:13]1[CH:18]=[CH:17][C:16]([CH:19]=O)=[CH:15][CH:14]=1.[CH3:21][C:22](=[O:27])[CH2:23][C:24](=O)[CH3:25].[NH3:28]>CCO>[C:22]([C:23]1[C:24]([CH3:25])=[C:11]([C:4]2[C:5]3[C:10](=[CH:9][CH:8]=[CH:7][CH:6]=3)[N:1]=[CH:2][CH:3]=2)[NH:28][C:19]=1[C:16]1[CH:15]=[CH:14][N:13]=[CH:18][CH:17]=1)(=[O:27])[CH3:21]. Procedure: To a stirred solution of 4-quinolinecarboxaldehyde (2.3 g; 14.8 mmol), 4-pyridinecarboxaldehyde (1.6 g ; 14.8 mmol) in EtOH (40 mL) was added 2,4-pentanedione (2 g; 20 mmol) and 25% aqueous ammonia solution (8 ml) at room temperature. The mixture was heated at reflux temperature for 18 hours. After cooling, volatiles were removed by evaporation. Chromatographic purification of the residue on silica gel eluting with CH2Cl2—EtOH (20:1→8:1) provided 1.1 g, which was recrystallized from EtOH to affo...